Dataset: the Open Reaction Database (ORD), a public repository of structured organic reaction records. Task: describe an organic reaction: reactants, conditions, products, and yield The reactants are ClC=1C=C(CC2=CC=C(C(=O)OCC)C=C2)C=CC1Cl (ethyl 4-(3,4-dichlorobenzyl)benzoate), [OH-].[Li+] (lithium hydroxide). Solvent: C1CCOC1.CO.O (THF MeOH water). Reaction conditions: time 4 hour. Yields the product ClC=1C=C(CC2=CC=C(C(=O)O)C=C2)C=CC1Cl (4-(3,4-Dichlorobenzyl)benzoic acid). Isolated yield 73.0%. RXN SMILES: [Cl:1][C:2]1[CH:3]=[C:4]([CH:17]=[CH:18][C:19]=1[Cl:20])[CH2:5][C:6]1[CH:16]=[CH:15][C:9]([C:10]([O:12]CC)=[O:11])=[CH:8][CH:7]=1.[OH-].[Li+]>C1COCC1.CO.O>[Cl:1][C:2]1[CH:3]=[C:4]([CH:17]=[CH:18][C:19]=1[Cl:20])[CH2:5][C:6]1[CH:16]=[CH:15][C:9]([C:10]([OH:12])=[O:11])=[CH:8][CH:7]=1 |f:1.2,3.4.5|. Procedure details: To a solution of ethyl 4-(3,4-dichlorobenzyl)benzoate (Preparation 170, 240 mg, 0.78 mmol) in THF/MeOH/water (4:3:2, 7.2 mL) was added lithium hydroxide (65 mg, 1.56 mmol) and the mixture was stirred at room temperature for 4 hours. The solvent was evaporated in vacuo and the residue acidified with 1M hydrochloric acid solution. The crude product was extracted with chloroform/methanol, and the extract dried over Na2SO4 and the solvent evaporated in vacuo to give the title compound as a white sol... The reactants are NC1=C(C(=NN1C(CCC)CCCCCC)CC)C(=O)N (5-amino-3-ethyl-1-(4-decyl)-1H-pyrazole-4-carboxamide), COC=1C=C(C=C(C1OC)OC)CC(=O)OC (methyl 3,4,5-trimethoxyphenylacetate), CC(C)([O-])C.[K+] (potassium tert-butoxide), C(O)([O-])=O.[Na+] (sodium hydrogen carbonate). The solvent is ClCCl (dichloromethane). The product is COC=1C=C(CC=2NC(C3=C(N2)N(N=C3CC)C(CCC)CCCCCC)=O)C=C(C1OC)OC (6-(3,4,5-Trimethoxy-benzyl)-1-(4-decyl)-3-ethyl-1,5-dihydro-pyrazolo[3,4-d]pyrimidin-4-one). Isolated yield 56.7%. RXN SMILES: [NH2:1][C:2]1[N:6]([CH:7]([CH2:11][CH2:12][CH2:13][CH2:14][CH2:15][CH3:16])[CH2:8][CH2:9][CH3:10])[N:5]=[C:4]([CH2:17][CH3:18])[C:3]=1[C:19]([NH2:21])=[O:20].[CH3:22][O:23][C:24]1[CH:25]=[C:26]([CH2:34][C:35](OC)=O)[CH:27]=[C:28]([O:32][CH3:33])[C:29]=1[O:30][CH3:31].CC(C)([O-])C.[K+].C(=O)([O-])O.[Na+]>ClCCl>[CH3:33][O:32][C:28]1[CH:27]=[C:26]([CH:25]=[C:24]([O:23][CH3:22])[C:29]=1[O:30][CH3:31])[CH2:34][C:35]1[NH:21][C:19](=[O:20])[C:3]2[C:4]([CH2:17][CH3:18])=[N:5][N:6]([CH:7]([CH2:11][CH2:12][CH2:13][CH2:14][CH2:15][CH3:16])[CH2:8][CH2:9][CH3:10])[C:2]=2[N:1]=1 |f:2.3,4.5|. Procedure: 6 mg (0.02 mmol) of 5-amino-3-ethyl-1-(4-decyl)-1H-pyrazole-4-carboxamide and 20 mg (0.083 mmol) of methyl 3,4,5-trimethoxyphenylacetate are refluxed for 6 hours in 0.3 ml of a 0.5M ethanolic potassium tert-butoxide solution. After dichloromethane and saturated aqueous sodium hydrogen carbonate have been added, the phases are separated. Purification by chromatography gives 5.5 mg (55%) of a solid, Rf=0.47 (dichloromethane/methanol=15:1).